Task: describe an organic reaction: reactants, conditions, products, and yield. Dataset: the Open Reaction Database (ORD), a public repository of structured organic reaction records Starting materials: CCCCO, CC(C)O, Clc1nc(Cl)c2ncn(C3CCSC3)c2n1, NCc1ccccc1. The product is Clc1nc(NCc2ccccc2)c2ncn(C3CCSC3)c2n1. RXN SMILES: [CH2:17]([OH:18])[CH2:19][CH2:20][CH3:21].[CH:30]([OH:31])([CH3:32])[CH3:33].[Cl:1][c:2]1[n:3][c:4]([Cl:16])[c:5]2[n:6][cH:7][n:8]([CH:11]3[CH2:12][S:13][CH2:14][CH2:15]3)[c:9]2[n:10]1.[NH2:22][CH2:23][c:24]1[cH:25][cH:26][cH:27][cH:28][cH:29]1>>[Cl:1][c:2]1[n:3][c:4]([NH:22][CH2:23][c:24]2[cH:25][cH:26][cH:27][cH:28][cH:29]2)[c:5]2[n:6][cH:7][n:8]([CH:11]3[CH2:12][S:13][CH2:14][CH2:15]3)[c:9]2[n:10]1. Reactants: [N+](=O)([O-])C1=CC=C2CCN(C2=C1)C(=O)OC(C)(C)C (tert-butyl 6-nitroindoline-1-carboxylate). The reagents and catalysts are [Fe] (iron). Solvent: CC(=O)O.O (AcOH H2O). Conditions: time 1.5 hour. The product is NC1=CC=C2CCN(C2=C1)C(=O)OC(C)(C)C (tert-butyl 6-aminoindoline-1-carboxylate). As a reaction SMILES: [N+:1]([C:4]1[CH:12]=[C:11]2[C:7]([CH2:8][CH2:9][N:10]2[C:13]([O:15][C:16]([CH3:19])([CH3:18])[CH3:17])=[O:14])=[CH:6][CH:5]=1)([O-])=O>CC(O)=O.O.[Fe]>[NH2:1][C:4]1[CH:12]=[C:11]2[C:7]([CH2:8][CH2:9][N:10]2[C:13]([O:15][C:16]([CH3:19])([CH3:18])[CH3:17])=[O:14])=[CH:6][CH:5]=1 |f:1.2|. Reported procedure: To a solution of tert-butyl 6-nitroindoline-1-carboxylate (270 mg, 1.02 mmol) in AcOH/H2O (2.5 mL, 10:1, v:v) was added iron powder (229 mg, 4.08 mmol) portionwise. The resulting mixture was stirred at rt. After 1.5 h, the reaction was filtered through Celite and the filtrate concentrated in vacuo. The residue was diluted with EtOAc and the resulting organic layer was washed with sat. NaHCO3 and brine. The organic layer was concentrated in vacuo to yield tert-butyl 6-aminoindoline-1-carboxylate ... Starting materials: COC(C)OCN(c1onc(C)c1C)S(=O)(=O)c1ccc(Br)s1, CCO, [Na+], [Na+], O=C([O-])[O-], O, [Pd], c1ccc(P(c2ccccc2)c2ccccc2)cc1, c1ccc(P(c2ccccc2)c2ccccc2)cc1, c1ccc(P(c2ccccc2)c2ccccc2)cc1, OB(O)c1ccccc1, c1ccc(P(c2ccccc2)c2ccccc2)cc1, c1ccccc1. Product: COC(C)OCN(c1onc(C)c1C)S(=O)(=O)c1ccc(-c2ccccc2)s1. As a reaction SMILES: [CH3:16][O:17][CH:18]([CH3:19])[O:20][CH2:21][N:22]([S:23](=[O:24])(=[O:25])[c:26]1[s:27][c:28]([Br:31])[cH:29][cH:30]1)[c:32]1[c:33]([CH3:38])[c:34]([CH3:37])[n:35][o:36]1.[CH3:39][CH2:40][OH:41].[Na+:1].[Na+:2].[O-:3][C:4](=[O:5])[O-:6].[OH2:48].[Pd:49].[c:107]1([P:108]([c:109]2[cH:110][cH:111][cH:112][cH:113][cH:114]2)[c:115]2[cH:116][cH:117][cH:118][cH:119][cH:120]2)[cH:121][cH:122][cH:123][cH:124][cH:125]1.[c:50]1([P:51]([c:52]2[cH:53][cH:54][cH:55][cH:56][cH:57]2)[c:58]2[cH:59][cH:60][cH:61][cH:62][cH:63]2)[cH:64][cH:65][cH:66][cH:67][cH:68]1.[c:69]1([P:70]([c:71]2[cH:72][cH:73][cH:74][cH:75][cH:76]2)[c:77]2[cH:78][cH:79][cH:80][cH:81][cH:82]2)[cH:83][cH:84][cH:85][cH:86][cH:87]1.[c:7]1([B:13]([OH:14])[OH:15])[cH:8][cH:9][cH:10][cH:11][cH:12]1.[c:88]1([P:89]([c:90]2[cH:91][cH:92][cH:93][cH:94][cH:95]2)[c:96]2[cH:97][cH:98][cH:99][cH:100][cH:101]2)[cH:102][cH:103][cH:104][cH:105][cH:106]1.[cH:42]1[cH:43][cH:44][cH:45][cH:46][cH:47]1>>[c:7]1(-[c:28]2[s:27][c:26]([S:23]([N:22]([CH2:21][O:20][CH:18]([O:17][CH3:16])[CH3:19])[c:32]3[c:33]([CH3:38])[c:34]([CH3:37])[n:35][o:36]3)(=[O:24])=[O:25])[cH:30][cH:29]2)[cH:8][cH:9][cH:10][cH:11][cH:12]1. Reactants: ClCC=1N=C(OC1C)C1=CC=CC=C1 (4-chloromethyl-5-methyl-2-phenyl-oxazole), C([O-])([O-])=O.[Cs+].[Cs+] (cesium carbonate), [I-].[K+] (potassium iodide), COC([C@H](CC1=C(C=C(C=C1)O)OC)OCC)=O ((2S)-2-ethoxy-3-(4-hydroxy-2-methoxy-phenyl)-propionic acid methyl ester). Product: COC([C@H](CC1=C(C=C(C=C1)OCC=1N=C(OC1C)C1=CC=CC=C1)OC)OCC)=O ((S)-2-ethoxy-3-[2-methoxy-4-(5-methyl-2-phenyl-oxazol-4-ylmethoxy)-phenyl]-propionic acid methyl ester). Reaction SMILES: [CH3:1][O:2][C:3](=[O:18])[C@@H:4]([O:15][CH2:16][CH3:17])[CH2:5][C:6]1[CH:11]=[CH:10][C:9]([OH:12])=[CH:8][C:7]=1[O:13][CH3:14].Cl[CH2:20][C:21]1[N:22]=[C:23]([C:27]2[CH:32]=[CH:31][CH:30]=[CH:29][CH:28]=2)[O:24][C:25]=1[CH3:26].C(=O)([O-])[O-].[Cs+].[Cs+].[I-].[K+]>>[CH3:1][O:2][C:3](=[O:18])[C@@H:4]([O:15][CH2:16][CH3:17])[CH2:5][C:6]1[CH:11]=[CH:10][C:9]([O:12][CH2:20][C:21]2[N:22]=[C:23]([C:27]3[CH:32]=[CH:31][CH:30]=[CH:29][CH:28]=3)[O:24][C:25]=2[CH3:26])=[CH:8][C:7]=1[O:13][CH3:14] |f:2.3.4,5.6|. Procedure details: In analogy to the procedure described in example 1 f], (2S)-2-ethoxy-3-(4-hydroxy-2-methoxy-phenyl)-propionic acid methyl ester was reacted with 4-chloromethyl-5-methyl-2-phenyl-oxazole in the presence of cesium carbonate and potassium iodide to yield (S)-2-ethoxy-3-[2-methoxy-4-(5-methyl-2-phenyl-oxazol-4-ylmethoxy)-phenyl]-propionic acid methyl ester as colorless liquid. Reactants: C1(=CC=CC=C1)CC(=O)N1CCC2=C(C(C1)OC1=CC=C(C=C1)C(F)(F)F)C=CC=C2 (3-phenylacetyl-2,3,4,5-tetrahydro-1-(p-trifluoromethylphenoxy)-3-benzazepine), [H-].[H-].[H-].[H-].[Li+].[Al+3] (LiAlH4). Run in C1CCOC1 (THF), C1CCOC1 (THF). Yields the product C1(=CC=CC=C1)CCN1CCC2=C(C(C1)OC1=CC=C(C=C1)C(F)(F)F)C=CC=C2 (3-(2-phenylethyl)-2,3,4,5-tetrahydro-1-(p-trifluoromethylphenoxy)-3-benzazepine). Reaction SMILES: [C:1]1([CH2:7][C:8]([N:10]2[CH2:16][CH:15]([O:17][C:18]3[CH:23]=[CH:22][C:21]([C:24]([F:27])([F:26])[F:25])=[CH:20][CH:19]=3)[C:14]3[CH:28]=[CH:29][CH:30]=[CH:31][C:13]=3[CH2:12][CH2:11]2)=O)[CH:6]=[CH:5][CH:4]=[CH:3][CH:2]=1.[H-].[H-].[H-].[H-].[Li+].[Al+3]>C1COCC1>[C:1]1([CH2:7][CH2:8][N:10]2[CH2:16][CH:15]([O:17][C:18]3[CH:23]=[CH:22][C:21]([C:24]([F:27])([F:25])[F:26])=[CH:20][CH:19]=3)[C:14]3[CH:28]=[CH:29][CH:30]=[CH:31][C:13]=3[CH2:12][CH2:11]2)[CH:6]=[CH:5][CH:4]=[CH:3][CH:2]=1 |f:1.2.3.4.5.6|. Reported procedure: A solution of 3-phenylacetyl-2,3,4,5-tetrahydro-1-(p-trifluoromethylphenoxy)-3-benzazepine of Example 9a. (6.5 g, 0.015 mole) in THF (100 ml) was slowly dropped into a refluxing suspension of LiAlH4 (1.2 g, 0.030 mole) in THF (75 ml). After refluxing four hours the mixture was cooled, then quenched by dropwise addition of saturated NH4Cl. The mixture was diluted with ether, filtered, washed twice with water and dried (saturated NaCl, anhydrous MgSO4). The solution was filtered, then concentrated... The reactants are C1CCOC1, CC(C)(C)OC(=O)NC(Cc1ccccc1C(F)(F)F)C(=O)O. The product is CC(C)(C)OC(=O)NC(CO)Cc1ccccc1C(F)(F)F. RXN SMILES: [CH2:24]1[O:25][CH2:26][CH2:27][CH2:28]1.[CH3:1][C:2]([CH3:3])([CH3:4])[O:5][C:6](=[O:7])[NH:8][CH:9]([CH2:10][c:11]1[c:12]([C:17]([F:18])([F:19])[F:20])[cH:13][cH:14][cH:15][cH:16]1)[C:21](=[O:22])[OH:23]>>[CH3:1][C:2]([CH3:3])([CH3:4])[O:5][C:6](=[O:7])[NH:8][CH:9]([CH2:10][c:11]1[c:12]([C:17]([F:18])([F:19])[F:20])[cH:13][cH:14][cH:15][cH:16]1)[CH2:21][OH:22].